The task is: describe an organic reaction: reactants, conditions, products, and yield. This data is from the Open Reaction Database (ORD), a public repository of structured organic reaction records. Starting materials: ClC1=CC=C(C=C1)C=1C=CC2=C(C=C(CCS2(=O)=O)C(=O)NC2=CC=C(C=C2)CN(C)C2CCC3(CC2)OCCO3)C1 (7-(4-chlorophenyl)-N-[4-[N-(4,4-ethylenedioxycyclohexyl)-N-methylaminomethyl]phenyl]-1,1-dioxo-2,3-dihydro-1-benzothiepine-4-carboxamide), Cl (hydrochloric acid), C([O-])(O)=O.[Na+] (sodium bicarbonate). Solvent: C1CCOC1 (THF). Run at time 7 day. Yields the product ClC1=CC=C(C=C1)C=1C=CC2=C(C=C(CCS2(=O)=O)C(=O)NC2=CC=C(C=C2)CN(C2CCC(CC2)=O)C)C1 (7-(4-chlorophenyl)-N-[4-[N-methyl-N-(4-oxocyclohexyl)aminomethyl]phenyl]-1,1-dioxo-2,3-dihydro-1-benzothiepine-4-carboxamide). Isolated yield 51.5%. As a reaction SMILES: [Cl:1][C:2]1[CH:7]=[CH:6][C:5]([C:8]2[CH:9]=[CH:10][C:11]3[S:17](=[O:19])(=[O:18])[CH2:16][CH2:15][C:14]([C:20]([NH:22][C:23]4[CH:28]=[CH:27][C:26]([CH2:29][N:30]([CH:32]5[CH2:37][CH2:36][C:35]6(OCC[O:38]6)[CH2:34][CH2:33]5)[CH3:31])=[CH:25][CH:24]=4)=[O:21])=[CH:13][C:12]=3[CH:42]=2)=[CH:4][CH:3]=1.Cl.C(=O)(O)[O-].[Na+]>C1COCC1>[Cl:1][C:2]1[CH:3]=[CH:4][C:5]([C:8]2[CH:9]=[CH:10][C:11]3[S:17](=[O:18])(=[O:19])[CH2:16][CH2:15][C:14]([C:20]([NH:22][C:23]4[CH:28]=[CH:27][C:26]([CH2:29][N:30]([CH3:31])[CH:32]5[CH2:37][CH2:36][C:35](=[O:38])[CH2:34][CH2:33]5)=[CH:25][CH:24]=4)=[O:21])=[CH:13][C:12]=3[CH:42]=2)=[CH:6][CH:7]=1 |f:2.3|. Procedure: To a solution of 7-(4-chlorophenyl)-N-[4-[N-(4,4-ethylenedioxycyclohexyl)-N-methylaminomethyl]phenyl]-1,1-dioxo-2,3-dihydro-1-benzothiepine-4-carboxamide (180 mg) in THF (15 ml) was added at room temperature 3N hydrochloric acid (1 ml), and the mixture was stirred for 7 days. To the mixture was added saturated sodium bicarbonate solution, and the mixture was extracted with ethyl acetate. The organic layer was washed with saturated brine, dried with magnesium sulfate and concentrated under reduce...